This data is from the Open Reaction Database (ORD), a public repository of structured organic reaction records. The task is: describe an organic reaction: reactants, conditions, products, and yield Reactants: CC1=CC=C(NC(C#N)C2=CC=C(C=C2)S(N)(=O)=O)C=C1 (α-(4-methylanilino)-α-(4-sulfamoylphenyl)acetonitrile), C(=O)C=C (acrolein). The product is CC1=CC=C(C=C1)N1C(=CC=C1)C1=CC=C(C=C1)S(N)(=O)=O (1-(4-Methylphenyl)-2-(4-sulfamoylphenyl)pyrrole), powder. The yield is 28.0%. Reaction SMILES: [CH3:1][C:2]1[CH:21]=[CH:20][C:5]([NH:6][CH:7]([C:10]2[CH:15]=[CH:14][C:13]([S:16](=[O:19])(=[O:18])[NH2:17])=[CH:12][CH:11]=2)[C:8]#N)=[CH:4][CH:3]=1.[CH:22]([CH:24]=C)=O>>[CH3:1][C:2]1[CH:21]=[CH:20][C:5]([N:6]2[CH:24]=[CH:22][CH:8]=[C:7]2[C:10]2[CH:15]=[CH:14][C:13]([S:16](=[O:19])(=[O:18])[NH2:17])=[CH:12][CH:11]=2)=[CH:4][CH:3]=1. Procedure: Following a procedure similar to that described in Example 1(iii), but using α-(4-methylanilino)-α-(4-sulfamoylphenyl)acetonitrile [prepared as described in step (ii) above] and acrolein as starting materials, the title compound was obtained as a pale brown powder (yield 28%), melting at 131-134° C. Yields the product CCC(NC(=O)C(CS(=O)(=O)CC1CC1)NC(=O)N1CCOCC1)C(=O)c1noc(C(F)(F)F)n1. The reactants are ClCCl, CCC(NC(=O)C(CS(=O)(=O)CC1CC1)NC(=O)N1CCOCC1)C(O)c1noc(C(F)(F)F)n1. RXN SMILES: [CH2:36]([Cl:37])[Cl:38].[CH:1]1([CH2:4][S:5](=[O:6])(=[O:7])[CH2:8][CH:9]([C:10]([NH:11][CH:12]([CH2:13][CH3:14])[CH:15]([c:16]2[n:17][o:18][c:19]([C:21]([F:22])([F:23])[F:24])[n:20]2)[OH:25])=[O:26])[NH:27][C:28](=[O:29])[N:30]2[CH2:31][CH2:32][O:33][CH2:34][CH2:35]2)[CH2:2][CH2:3]1>>[CH:1]1([CH2:4][S:5](=[O:6])(=[O:7])[CH2:8][CH:9]([C:10]([NH:11][CH:12]([CH2:13][CH3:14])[C:15]([c:16]2[n:17][o:18][c:19]([C:21]([F:22])([F:23])[F:24])[n:20]2)=[O:25])=[O:26])[NH:27][C:28](=[O:29])[N:30]2[CH2:31][CH2:32][O:33][CH2:34][CH2:35]2)[CH2:2][CH2:3]1. Isolated yield 35.8%. Yields the product ClC1=CC=C(S1)COC1=CC=C(C=C1)C=1C=CC2=C(C=C(CCS2(=O)=O)C(=O)NC2=CC=C(C=C2)CN(C2CCOCC2)C)C1 (7-[4-[(5-chloro-2-thienyl)methoxy]phenyl]-N-[4-[[N-methyl-N-(tetrahydropyran-4-yl)amino]methyl]phenyl]-1,1-dioxo-2,3-dihydro-1-benzothiepine-4-carboxamide). Procedure details: To 7-bromo-N-[4-[[N-methyl-N-(tetrahydropyran-4-yl)amino]methyl]phenyl]-1,1-dioxo-2,3-dihydro-1-benzothiepine-4-carboxamide (300 mg) was added toluene/ethanol/water (10/1/1, 19.2 ml) and then were added 4-[(5-chloro-2-thienyl)methoxy]phenyl borate (186 mg) and potassium carbonate (175 mg), and the mixture was stirred at room temperature for 30 minutes. To the mixture was added tetrakistriphenylphosphinepalladium (27 mg), and the mixture was refluxed at 100° C. for 8 hours and cooled to room temp... Run in O (water). Reagents/catalysts: C=1C=CC(=CC1)[P](C=2C=CC=CC2)(C=3C=CC=CC3)[Pd]([P](C=4C=CC=CC4)(C=5C=CC=CC5)C=6C=CC=CC6)([P](C=7C=CC=CC7)(C=8C=CC=CC8)C=9C=CC=CC9)[P](C=1C=CC=CC1)(C=1C=CC=CC1)C=1C=CC=CC1 (tetrakistriphenylphosphinepalladium). As a reaction SMILES: Br[C:2]1[CH:3]=[CH:4][C:5]2[S:11](=[O:13])(=[O:12])[CH2:10][CH2:9][C:8]([C:14]([NH:16][C:17]3[CH:22]=[CH:21][C:20]([CH2:23][N:24]([CH3:31])[CH:25]4[CH2:30][CH2:29][O:28][CH2:27][CH2:26]4)=[CH:19][CH:18]=3)=[O:15])=[CH:7][C:6]=2[CH:32]=1.C1(C)C=CC=CC=1.C(O)C.O.B([O-])([O-])O[C:46]1[CH:51]=[CH:50][C:49]([O:52][CH2:53][C:54]2[S:55][C:56]([Cl:59])=[CH:57][CH:58]=2)=[CH:48][CH:47]=1.C(=O)([O-])[O-].[K+].[K+]>C1C=CC([P]([Pd]([P](C2C=CC=CC=2)(C2C=CC=CC=2)C2C=CC=CC=2)([P](C2C=CC=CC=2)(C2C=CC=CC=2)C2C=CC=CC=2)[P](C2C=CC=CC=2)(C2C=CC=CC=2)C2C=CC=CC=2)(C2C=CC=CC=2)C2C=CC=CC=2)=CC=1.O>[Cl:59][C:56]1[S:55][C:54]([CH2:53][O:52][C:49]2[CH:48]=[CH:47][C:46]([C:2]3[CH:3]=[CH:4][C:5]4[S:11](=[O:13])(=[O:12])[CH2:10][CH2:9][C:8]([C:14]([NH:16][C:17]5[CH:18]=[CH:19][C:20]([CH2:23][N:24]([CH3:31])[CH:25]6[CH2:30][CH2:29][O:28][CH2:27][CH2:26]6)=[CH:21][CH:22]=5)=[O:15])=[CH:7][C:6]=4[CH:32]=3)=[CH:51][CH:50]=2)=[CH:58][CH:57]=1 |f:1.2.3,5.6.7,^1:71,73,92,111|. Starting materials: BrC=1C=CC2=C(C=C(CCS2(=O)=O)C(=O)NC2=CC=C(C=C2)CN(C2CCOCC2)C)C1 (7-bromo-N-[4-[[N-methyl-N-(tetrahydropyran-4-yl)amino]methyl]phenyl]-1,1-dioxo-2,3-dihydro-1-benzothiepine-4-carboxamide), C1(=CC=CC=C1)C.C(C)O.O (toluene ethanol water), B(OC1=CC=C(C=C1)OCC=1SC(=CC1)Cl)([O-])[O-] (4-[(5-chloro-2-thienyl)methoxy]phenyl borate), C([O-])([O-])=O.[K+].[K+] (potassium carbonate). Run at time 30 minute.